From a dataset of the Open Reaction Database (ORD), a public repository of structured organic reaction records. describe an organic reaction: reactants, conditions, products, and yield Reactants: ClC1=NC(=C2N=CN(C2=N1)C1C(C(C(C1)N1N=NC(=C1)CC)O)O)NCC(C1=CC=CC=C1)C1=CC=CC=C1 (3-[2-chloro-6-(2,2-diphenyl-ethylamino)-purin-9-yl]-5-(4-ethyl-[1,2,3]triazol-1-yl)-cyclopentane-1,2-diol), FC(C(=O)O)(F)F.C1(=CC=CC=C1)C(CNC1=C2N=CN(C2=NC(=N1)NCCN1CCCCC1)[C@H]1[C@@H]([C@@H]([C@H](C1)N1N=CC(=C1)CO)O)O)C1=CC=CC=C1 ((1R,2S,3R,5S)-3-[6-(2,2-Diphenyl-ethylamino)-2-(2-piperidin-1-yl-ethylamino)-purin-9-yl]-5-(4-hydroxymethyl-pyrazol-1-yl)-cyclopentane-1,2-diol trifluoroacetate). Yields the product FC(C(=O)O)(F)F.C1(=CC=CC=C1)C(CNC1=C2N=CN(C2=NC(=N1)NCCN1CCCCC1)[C@H]1[C@@H]([C@@H]([C@H](C1)N1N=CC(=N1)CC)O)O)C1=CC=CC=C1 ((1R,2S,3R,5S)-3-[6-(2,2-Diphenyl-ethylamino)-2-(2-piperidin-1-yl-ethylamino)-purin-9-yl]-5-(4-ethyl-[1,2,3]triazol-2-yl)-cyclopentane-1,2-diol trifluoroacetate). As a reaction SMILES: ClC1N=[C:9]2[C:5](N=CN2C2CC(N3C=C(CC)N=N3)C(O)C2O)=[C:4](NCC(C2C=CC=CC=2)C2C=CC=CC=2)[N:3]=1.[F:40][C:41]([F:46])([F:45])[C:42]([OH:44])=[O:43].[C:47]1([CH:53]([C:88]2[CH:93]=[CH:92][CH:91]=[CH:90][CH:89]=2)[CH2:54][NH:55][C:56]2[N:64]=[C:63]([NH:65][CH2:66][CH2:67][N:68]3[CH2:73][CH2:72][CH2:71][CH2:70][CH2:69]3)[N:62]=[C:61]3[C:57]=2[N:58]=[CH:59][N:60]3[C@@H:74]2[CH2:78][C@H:77]([N:79]3C=C(CO)[CH:81]=[N:80]3)[C@@H:76]([OH:86])[C@H:75]2[OH:87])[CH:52]=[CH:51][CH:50]=[CH:49][CH:48]=1>>[F:40][C:41]([F:46])([F:45])[C:42]([OH:44])=[O:43].[C:47]1([CH:53]([C:88]2[CH:89]=[CH:90][CH:91]=[CH:92][CH:93]=2)[CH2:54][NH:55][C:56]2[N:64]=[C:63]([NH:65][CH2:66][CH2:67][N:68]3[CH2:69][CH2:70][CH2:71][CH2:72][CH2:73]3)[N:62]=[C:61]3[C:57]=2[N:58]=[CH:59][N:60]3[C@@H:74]2[CH2:78][C@H:77]([N:79]3[N:3]=[C:4]([CH2:5][CH3:9])[CH:81]=[N:80]3)[C@@H:76]([OH:86])[C@H:75]2[OH:87])[CH:48]=[CH:49][CH:50]=[CH:51][CH:52]=1 |f:1.2,3.4|. Procedure details: This compound is prepared from 3-[2-chloro-6-(2,2-diphenyl-ethylamino)-purin-9-yl]-5-(4-ethyl-[1,2,3]triazol-1-yl)-cyclopentane-1,2-diol (Intermediate BA9) using a procedure analogous to that of (1R,2S,3R,5S)-3-[6-(2,2-diphenyl-ethylamino)-2-(2-piperidin-1-yl-ethylamino)-purin-9-yl]-5-(4-hydroxymethyl-pyrazol-1-yl)-cyclopentane-1,2-diol trifluoroacetate (Example 46). MS (ES+) m/e 637.42 (MH+). Reactants: NC1CCC2CN(Cc3ccccc3)CC12, ClCCl, On1nnc2ccccc21, CCC(C(=O)O)c1ccccc1. Product: CCC(C(=O)NC1CCC2CN(Cc3ccccc3)CC21)c1ccccc1. As a reaction SMILES: [CH2:23]([c:24]1[cH:25][cH:26][cH:27][cH:28][cH:29]1)[N:30]1[CH2:31][CH:32]2[CH:33]([CH2:34]1)[CH:35]([NH2:38])[CH2:36][CH2:37]2.[Cl:39][CH2:40][Cl:41].[OH:13][n:14]1[c:15]2[cH:16][cH:17][cH:18][cH:19][c:20]2[n:21][n:22]1.[c:1]1([CH:7]([C:8](=[O:9])[OH:10])[CH2:11][CH3:12])[cH:2][cH:3][cH:4][cH:5][cH:6]1>>[c:1]1([CH:7]([C:8](=[O:10])[NH:38][CH:35]2[CH:33]3[CH:32]([CH2:31][N:30]([CH2:23][c:24]4[cH:25][cH:26][cH:27][cH:28][cH:29]4)[CH2:34]3)[CH2:37][CH2:36]2)[CH2:11][CH3:12])[cH:2][cH:3][cH:4][cH:5][cH:6]1.